From a dataset of the Open Reaction Database (ORD), a public repository of structured organic reaction records. describe an organic reaction: reactants, conditions, products, and yield Starting materials: NC1=C(N(C2=CC(=CC=C12)Cl)C(=O)OCC)C(C1=CC(=CC=C1)Cl)=O (Ethyl 3-amino-6-chloro-2-(3-chlorobenzoyl)-1H-indole-1-caboxylate), N1=CC=CC=C1 (pyridine), CS(=O)(=O)Cl (methanesulfonyl chloride), N1=CC=CC=C1 (pyridine), CS(=O)(=O)Cl (methanesulfonyl chloride). Solvent: ClCCl (dichloromethane). Run at time 19 hour. Yields the product CS(=O)(=O)N(C1=C(N(C2=CC(=CC=C12)Cl)C(=O)OCC)C(C1=CC(=CC=C1)Cl)=O)S(=O)(=O)C (Ethyl 3-[bis(methylsulfonyl)amino]-6-chloro-2-(3-chlorobenzoyl)-1H-indole-1-carboxylate). Yield: 98.7%. Reaction SMILES: [NH2:1][C:2]1[C:10]2[C:5](=[CH:6][C:7]([Cl:11])=[CH:8][CH:9]=2)[N:4]([C:12]([O:14][CH2:15][CH3:16])=[O:13])[C:3]=1[C:17](=[O:25])[C:18]1[CH:23]=[CH:22][CH:21]=[C:20]([Cl:24])[CH:19]=1.N1C=CC=CC=1.[CH3:32][S:33](Cl)(=[O:35])=[O:34]>ClCCl>[CH3:32][S:33]([N:1]([S:33]([CH3:32])(=[O:35])=[O:34])[C:2]1[C:10]2[C:5](=[CH:6][C:7]([Cl:11])=[CH:8][CH:9]=2)[N:4]([C:12]([O:14][CH2:15][CH3:16])=[O:13])[C:3]=1[C:17](=[O:25])[C:18]1[CH:23]=[CH:22][CH:21]=[C:20]([Cl:24])[CH:19]=1)(=[O:35])=[O:34]. Procedure details: To a solution of ethyl 3-amino-6-chloro-2-(3-chlorobenzoyl)-]-1H-indole-1-carboxylate (step 1 of Example 4, 507 mg, 1.25 mmol) in dichloromethane (15 ml) was added pyridine (0.32 ml, 4.04 mmol) and methanesulfonyl chloride (0.16 ml, 2.02 mmol). After stirring for 19 h, additional pyridine (1.3 ml, 16.2 mmol) and methanesulfonyl chloride (0.32 ml, 4.04 mmol) were added and the mixture heated at reflux for 17 h and then cooled to room temperature. The mixture was concentrated, and partitioned betw... The reactants are COC=1C=C(OC2CN(C2)C(=O)Cl)C=CC1 (3-(3-methoxyphenoxy)-1-azetidinecarbonyl chloride), C([O-])([O-])=O.[K+].[K+] (potassium carbonate), C(C#C)N (2-propynylamine). Solvent: O (water), O1CCCC1 (tetrahydrofuran). Conditions: time 30 minute. The product is COC=1C=C(OC2CN(C2)C(=O)NCC#C)C=CC1 (3-(3-Methoxyphenoxy)-N-(2-propynyl)-1-azetidinecarboxamide). The yield is 34.6%. As a reaction SMILES: [CH3:1][O:2][C:3]1[CH:4]=[C:5]([CH:14]=[CH:15][CH:16]=1)[O:6][CH:7]1[CH2:10][N:9]([C:11](Cl)=[O:12])[CH2:8]1.C(=O)([O-])[O-].[K+].[K+].[CH2:23]([NH2:26])[C:24]#[CH:25]>O1CCCC1.O>[CH3:1][O:2][C:3]1[CH:4]=[C:5]([CH:14]=[CH:15][CH:16]=1)[O:6][CH:7]1[CH2:10][N:9]([C:11]([NH:26][CH2:23][C:24]#[CH:25])=[O:12])[CH2:8]1 |f:1.2.3|. Procedure: A mixture of 4.85 g (0.02 mole) of 3-(3-methoxyphenoxy)-1-azetidinecarbonyl chloride and 2.8 g (0.02 mole) of anhydrous potassium carbonate in 20 ml of tetrahydrofuran was stirred while 1.1 g (0.02 mole) of 2-propynylamine was added dropwise from a needle and syringe. After stirring for 30 min, a small piece of ice was added and stirring continued for 17 hr. The reaction mixture was diluted with 200 ml of water then extracted with 3×50 ml of methylene chloride. The combined extracts were dried b... Reactants: C(C)(C)N(CC)C(C)C (diisopropylethylamine), Cl.NO (hydroxylamine hydrochloride), C1(=CC=CC=C1)P(=O)(C1=CC=CC=C1)Cl (diphenylphosphinic chloride). Run in ClCCl (dichloromethane), ClCCl (dichloromethane). Run at temperature 0 celsius, time 1 hour. Product: NOP(C1=CC=CC=C1)(C1=CC=CC=C1)=O ((aminooxy)(diphenyl)phosphine oxide). Isolated yield 77.6%. As a reaction SMILES: Cl.[NH2:2][OH:3].C(N(C(C)C)CC)(C)C.[C:13]1([P:19](Cl)([C:21]2[CH:26]=[CH:25][CH:24]=[CH:23][CH:22]=2)=[O:20])[CH:18]=[CH:17][CH:16]=[CH:15][CH:14]=1>ClCCl>[NH2:2][O:3][P:19](=[O:20])([C:21]1[CH:22]=[CH:23][CH:24]=[CH:25][CH:26]=1)[C:13]1[CH:18]=[CH:17][CH:16]=[CH:15][CH:14]=1 |f:0.1|. Procedure details: To a suspension of hydroxylamine hydrochloride (29.4 g) in dichloromethane (200 mL) was added diisopropylethylamine (54.6 g) over 3 minutes in a methanol-ice bath under a nitrogen atmosphere. A white precipitate was formed upon the addition. After stirring for 1 hour under the bath, a solution of diphenylphosphinic chloride (20.0 g) in dichloromethane (20 mL) was added over 60 minutes. A white crystal was formed upon the addition. The mixture was warmed to 0° C. over 1 hour with stirring. The re... The reactants are [O-2].[Ca+2] (calcium oxide), O.C(CC(O)(C(=O)O)CC(=O)O)(=O)O (citric acid monohydrate), acetaldehyde diacetyl. Solvent: O (water). The product is C(CC(O)(C(=O)[O-])CC(=O)[O-])(=O)[O-].[Ca+2].C(CC(O)(C(=O)[O-])CC(=O)[O-])(=O)[O-].[Ca+2].[Ca+2] (calcium citrate). Reaction SMILES: [O-2].[Ca+2:2].O.[C:4]([OH:16])(=[O:15])[CH2:5][C:6]([CH2:11][C:12]([OH:14])=[O:13])([C:8]([OH:10])=[O:9])[OH:7]>O>[C:4]([O-:16])(=[O:15])[CH2:5][C:6]([CH2:11][C:12]([O-:14])=[O:13])([C:8]([O-:10])=[O:9])[OH:7].[Ca+2:2].[C:4]([O-:16])(=[O:15])[CH2:5][C:6]([CH2:11][C:12]([O-:14])=[O:13])([C:8]([O-:10])=[O:9])[OH:7].[Ca+2:2].[Ca+2:2] |f:0.1,2.3,5.6.7.8.9|. Procedure: An aqueous solution of calcium citrate was prepared by combining 56.1 grams of calcium oxide with 210 grams of citric acid monohydrate in 532 grams of water. The mixture immediately gelled and later solidified rendering it impossible to add the acetaldehyde/diacetyl flavorant, or to spray dry the mixture. Reactants: O=C(O)C(Cc1ccc(OCc2ccccc2)cc1)NS(=O)(=O)c1ccc(N2CCC(c3ccccc3)CC2)cc1, O, O=C(O)C(F)(F)F, CSc1ccccc1. The product is O=C(O)C(Cc1ccc(O)cc1)NS(=O)(=O)c1ccc(N2CCC(c3ccccc3)CC2)cc1. As a reaction SMILES: [CH2:1]([c:2]1[cH:3][cH:4][cH:5][cH:6][cH:7]1)[O:8][c:9]1[cH:10][cH:11][c:12]([CH2:15][CH:16]([C:17](=[O:18])[OH:19])[NH:20][S:21](=[O:22])(=[O:23])[c:24]2[cH:25][cH:26][c:27]([N:30]3[CH2:31][CH2:32][CH:33]([c:36]4[cH:37][cH:38][cH:39][cH:40][cH:41]4)[CH2:34][CH2:35]3)[cH:28][cH:29]2)[cH:13][cH:14]1.[OH2:49].[OH:42][C:43]([C:44]([F:45])([F:46])[F:47])=[O:48].[c:50]1([S:51][CH3:52])[cH:53][cH:54][cH:55][cH:56][cH:57]1>>[OH:8][c:9]1[cH:10][cH:11][c:12]([CH2:15][CH:16]([C:17](=[O:18])[OH:19])[NH:20][S:21](=[O:22])(=[O:23])[c:24]2[cH:25][cH:26][c:27]([N:30]3[CH2:31][CH2:32][CH:33]([c:36]4[cH:37][cH:38][cH:39][cH:40][cH:41]4)[CH2:34][CH2:35]3)[cH:28][cH:29]2)[cH:13][cH:14]1.